This data is from the Open Reaction Database (ORD), a public repository of structured organic reaction records. The task is: describe an organic reaction: reactants, conditions, products, and yield The reactants are C1=CC=C(C(=C1)N)NC(=O)C2=CC=C(C=C2)N (dianiline), BrC#N (BrCN). Solvent: CO (CH3OH). Product: NC=1NC2=C(N1)C=CC=C2 (2-aminobenzimidazole). As a reaction SMILES: [CH:1]1[CH:6]=[C:5]([NH2:7])[C:4]([NH:8][C:9](C2C=CC(N)=CC=2)=O)=[CH:3][CH:2]=1.BrC#[N:20]>CO>[NH2:20][C:9]1[NH:8][C:4]2[CH:3]=[CH:2][CH:1]=[CH:6][C:5]=2[N:7]=1. Reported procedure: Alternatively, 6.0 mmol of dianiline was treated with 6.3 mmol BrCN in 15 mL CH3OH at reflux for 3 h. The reaction mixture was cooled to ambient temperature and precipitate was filtered off to give the corresponding 2-aminobenzimidazole. Starting materials: CCCCCCOc1ccc(-c2ccc(CCCCC)cc2)cc1, ClCCl, O, O=[N+]([O-])O. Yields the product CCCCCCOc1ccc(-c2ccc(CCCCC)cc2)cc1N. As a reaction SMILES: [CH2:1]([CH2:2][CH2:3][CH2:4][CH2:5][CH3:6])[O:7][c:8]1[cH:9][cH:10][c:11](-[c:14]2[cH:15][cH:16][c:17]([CH2:20][CH2:21][CH2:22][CH2:23][CH3:24])[cH:18][cH:19]2)[cH:12][cH:13]1.[Cl:30][CH2:31][Cl:32].[OH2:29].[OH:25][N+:26](=[O:27])[O-:28]>>[CH2:1]([CH2:2][CH2:3][CH2:4][CH2:5][CH3:6])[O:7][c:8]1[c:9]([NH2:26])[cH:10][c:11](-[c:14]2[cH:15][cH:16][c:17]([CH2:20][CH2:21][CH2:22][CH2:23][CH3:24])[cH:18][cH:19]2)[cH:12][cH:13]1. Reactants: C(#C)C=1N=CN2C1N=C(C=C2C(F)(F)F)C2=CC=C(C=C2)C(F)(F)F (8-ethynyl-4-trifluoromethyl-2-(4-trifluoromethyl-phenyl)-imidazo[1,5-a]pyrimidine), NC1=CC=C(C=N1)Br (6-amino-3-bromo-pyridine). Yields the product FC(C1=CC(=NC=2N1C=NC2C#CC=2C=CC(=NC2)N)C2=CC=C(C=C2)C(F)(F)F)(F)F (5-[4-Trifluoromethyl-2-(4-trifluoromethyl-phenyl)-imidazo[1,5-a]pyrimidin-8-ylethynyl]-pyridin-2-ylamine), solid. The yield is 31.0%. As a reaction SMILES: [C:1]([C:3]1[N:4]=[CH:5][N:6]2[C:11]([C:12]([F:15])([F:14])[F:13])=[CH:10][C:9]([C:16]3[CH:21]=[CH:20][C:19]([C:22]([F:25])([F:24])[F:23])=[CH:18][CH:17]=3)=[N:8][C:7]=12)#[CH:2].[NH2:26][C:27]1[N:32]=[CH:31][C:30](Br)=[CH:29][CH:28]=1>>[F:13][C:12]([F:15])([F:14])[C:11]1[N:6]2[CH:5]=[N:4][C:3]([C:1]#[C:2][C:30]3[CH:29]=[CH:28][C:27]([NH2:26])=[N:32][CH:31]=3)=[C:7]2[N:8]=[C:9]([C:16]2[CH:21]=[CH:20][C:19]([C:22]([F:25])([F:24])[F:23])=[CH:18][CH:17]=2)[CH:10]=1. Reported procedure: The title compound was prepared from 8-ethynyl-4-trifluoromethyl-2-(4-trifluoromethyl-phenyl)-imidazo[1,5-a]pyrimidine (example C.x) (178 mg, 0.5 mmol) and commercially available 6-amino-3-bromo-pyridine (86 mg, 0.5 mmol) according to general procedure II. Obtained as a dark red solid (70 mg, 31%). MS (EI) 448.1 [(M+)+]; mp 225° C.